Dataset: the Open Reaction Database (ORD), a public repository of structured organic reaction records. Task: describe an organic reaction: reactants, conditions, products, and yield Starting materials: O (Water), ClC1=CC=2N(C=C1)N=C(C2C2=NC(=NC=C2)NC2CCCC2)C2=CC=C(C=C2)F (4-[5-chloro-2-(4-fluorophenyl)pyrazolo[1,5-a]pyridin-3-yl]-N-cyclopentyl-2-pyrimidinamine), C(CCC)[Li] (n-butyllithium), C(C)SSCC (diethyldisulfide). Run in C(C)(=O)OCC (ethyl acetate), O1CCCC1 (tetrahydrofuran). Reaction conditions: temperature -78 celsius, time 10 minute. Product: ClC1=CC=2N(C(=C1)SCC)N=C(C2C2=NC(=NC=C2)NC2CCCC2)C2=CC=C(C=C2)F (N-{4-[5-Chloro-7-(ethylsulfanyl)-2-(4-fluorophenyl)pyrazolo[1,5-a]pyridin-3-yl]-2-pyrimidinyl}-N-cyclopentylamine). As a reaction SMILES: [Cl:1][C:2]1[CH:7]=[CH:6][N:5]2[N:8]=[C:9]([C:23]3[CH:28]=[CH:27][C:26]([F:29])=[CH:25][CH:24]=3)[C:10]([C:11]3[CH:16]=[CH:15][N:14]=[C:13]([NH:17][CH:18]4[CH2:22][CH2:21][CH2:20][CH2:19]4)[N:12]=3)=[C:4]2[CH:3]=1.C([Li])CCC.[CH2:35]([S:37]SCC)[CH3:36].O>O1CCCC1.C(OCC)(=O)C>[Cl:1][C:2]1[CH:7]=[C:6]([S:37][CH2:35][CH3:36])[N:5]2[N:8]=[C:9]([C:23]3[CH:24]=[CH:25][C:26]([F:29])=[CH:27][CH:28]=3)[C:10]([C:11]3[CH:16]=[CH:15][N:14]=[C:13]([NH:17][CH:18]4[CH2:19][CH2:20][CH2:21][CH2:22]4)[N:12]=3)=[C:4]2[CH:3]=1. Procedure details: To a solution of 4-[5-chloro-2-(4-fluorophenyl)pyrazolo[1,5-a]pyridin-3-yl]-N-cyclopentyl-2-pyrimidinamine (150 mg, 0.37 mmol) in anhydrous tetrahydrofuran (5 mL) at −78° C. was added n-butyllithium (0.7 mL, 1.1 mmol of 1.6 M solution in hexane). The resulting solution was stirred for 10 minutes at −78° C., followed by addition of diethyldisulfide (0.14 mL, 1.1 mmol). The reaction was stirred at −78° C. for 20 minutes and then allowed to warm to room temperature. Water and ethyl acetate were add... Yields the product ClC1=NC(=CC(=N1)CC(=O)OCC)COCC(F)(F)F (Ethyl 2-{2-chloro-6-[(2,2,2-trifluoroethoxy)methyl]pyrimidin-4-yl}acetate). As a reaction SMILES: [H-].[Na+].[CH2:3]([O:5][C:6](=[O:11])[CH2:7][C:8]([CH3:10])=O)[CH3:4].[Cl:12][C:13]1[N:18]=C(Cl)C=[C:15]([CH2:20][O:21][CH2:22][C:23]([F:26])([F:25])[F:24])[N:14]=1.[Cl-].[NH4+]>C1COCC1.C1(C)C=CC=CC=1>[Cl:12][C:13]1[N:18]=[C:8]([CH2:7][C:6]([O:5][CH2:3][CH3:4])=[O:11])[CH:10]=[C:15]([CH2:20][O:21][CH2:22][C:23]([F:24])([F:26])[F:25])[N:14]=1 |f:0.1,4.5|. Run at time 10 minute. Procedure details: To a cold (0° C.) suspension of NaH (400 mg, 9.96 mmol, 60% in oil) in THF (8 mL) was slowly added ethylacetoacetate (1.45 mL, 11.5 mmol). The solution was allowed to stir at rt for 10 min then concentrated in vacuo. The residue was rapidly put under N2. A solution of 2,4-dichloro-6-[(2,2,2-trifluoroethoxy)methyl]pyrimidine (2.0 g, 7.66 mmol) in toluene (38 mL) was added to the residue. The reaction mixture was stirred under reflux for 16 h. Ammonium chloride (aq, 1 mL) was added and stirred vig... The reactants are ClC1=NC(=CC(=N1)Cl)COCC(F)(F)F (2,4-dichloro-6-[(2,2,2-trifluoroethoxy)methyl]pyrimidine), [Cl-].[NH4+] (Ammonium chloride), [H-].[Na+] (NaH), C(C)OC(CC(=O)C)=O (ethylacetoacetate). Solvent: C1(=CC=CC=C1)C (toluene), C1CCOC1 (THF). Starting materials: C1(=CC=CC=C1)P(C1=CC=CC=C1)(C1=CC=CC=C1)=CC(=O)OC (methyl triphenylphosphoranylideneacetate), O=CC1=CC(OC)=C(O)C=C1 (vanillin). Run in C1(=CC=CC=C1)C (toluene). Run at temperature 90 celsius, time 1 hour. The product is OC1=C(C=C(C=C1)/C=C/C(=O)OC)OC (methyl (E)-3-(4-hydroxy-3-methoxyphenyl)acrylate). Yield: 82.8%. RXN SMILES: C1(P(=[CH:20][C:21]([O:23][CH3:24])=[O:22])(C2C=CC=CC=2)C2C=CC=CC=2)C=CC=CC=1.O=[CH:26][C:27]1[CH:35]=[CH:34][C:32]([OH:33])=[C:29]([O:30][CH3:31])[CH:28]=1>C1(C)C=CC=CC=1>[OH:33][C:32]1[CH:34]=[CH:35][C:27](/[CH:26]=[CH:20]/[C:21]([O:23][CH3:24])=[O:22])=[CH:28][C:29]=1[O:30][CH3:31]. Procedure details: 6.5 g (19.5 mmol, 3 eq) of methyl triphenylphosphoranylideneacetate are added to a solution of 1.0 g (6.5 mmol, 1 eq) of vanillin in 15 ml of toluene. The reaction mixture is stirred for 1 hour at 90° C. The solvent is evaporated off and the residual oil is then chromatographed on silica gel (8/2 heptane/ethyl acetate). 1.12 g of methyl (E)-3-(4-hydroxy-3-methoxyphenyl)acrylate are obtained in oil form. Yield=83% Reactants: FC1=CC(=C(C=C1)NC=1C2=C(N=CN1)SC(=C2C)C(=O)O)OC2CCOCC2 (4-[4-fluoro-2-(tetrahydro-2H-pyran-4-yloxy)-phenylamino]-5-methyl-thieno[2,3-d]pyrimidine-6-carboxylic acid), C1CCOC1.CN(C)C=O (THF DMF), C(C(=O)Cl)(=O)Cl (oxalyl chloride). Run at time 18 hour. Yields the product FC1=CC(=C(C=C1)NC=1C2=C(N=CN1)SC(=C2C)C(=O)N)OC2CCOCC2 (4-(4-Fluoro-2-(tetrahydro-2H-pyran-4-yloxy)phenylamino)-5-methylthieno[2,3-d]pyrimidine-6-carboxamide). Yield: 55.7%. Reaction SMILES: [F:1][C:2]1[CH:7]=[CH:6][C:5]([NH:8][C:9]2[C:10]3[C:17]([CH3:18])=[C:16]([C:19]([OH:21])=O)[S:15][C:11]=3[N:12]=[CH:13][N:14]=2)=[C:4]([O:22][CH:23]2[CH2:28][CH2:27][O:26][CH2:25][CH2:24]2)[CH:3]=1.C(Cl)(=O)C(Cl)=O.C1COCC1.C[N:41](C=O)C>>[F:1][C:2]1[CH:7]=[CH:6][C:5]([NH:8][C:9]2[C:10]3[C:17]([CH3:18])=[C:16]([C:19]([NH2:41])=[O:21])[S:15][C:11]=3[N:12]=[CH:13][N:14]=2)=[C:4]([O:22][CH:23]2[CH2:24][CH2:25][O:26][CH2:27][CH2:28]2)[CH:3]=1 |f:2.3|. Procedure details: To a stirred suspension of 4-[4-fluoro-2-(tetrahydro-2H-pyran-4-yloxy)-phenylamino]-5-methyl-thieno[2,3-d]pyrimidine-6-carboxylic acid (0.5 g, 1.24 mmol) in THF/DMF (9.0 mL; 8:1) was added oxalyl chloride (0.33 mL, 3.7 mmol) and the mixture stirred for 18 hours. The solvent was concentrated and the residue co-evaporated with toluene. To the residue was added a solution of ammonia in dioxane (0.5 M, 20 mL) and the mixture stirred for 18 hours. The reaction mixture was diluted with 10% MeOH in DCM... Starting materials: ClCC1=CN=CN1CC1=C(C=CC=C1Cl)Cl (5-(Chloromethyl)-1-(2,6-dichlorobenzyl)-1H-imidazole), C([O-])([O-])=O.[Cs+].[Cs+] (cesium carbonate), ClC1=CC=C(C=C1)C=1N(C(NN1)=O)CC=C (5-(4-Chlorophenyl)-4-(prop-2-en-1-yl)-2,4-dihydro-3H-1,2,4-triazol-3-one). Run in CO (methanol), CN(C)C=O (DMF). Run at temperature 80 celsius, time 16 hour. Product: C(C=C)N1C(N(N=C1C1=CC=C(C=C1)Cl)CC1=CN=CN1CC1=C(C=CC=C1Cl)Cl)=O (4-Allyl-5-(4-chlorophenyl)-2-{[1-(2,6-dichlorobenzyl)-1H-imidazol-5-yl]methyl}-2,4-dihydro-3H-1,2,4-triazol-3-one). Reaction SMILES: [Cl:1][C:2]1[CH:7]=[CH:6][C:5]([C:8]2[N:9]([CH2:14][CH:15]=[CH2:16])[C:10](=[O:13])[NH:11][N:12]=2)=[CH:4][CH:3]=1.Cl[CH2:18][C:19]1[N:23]([CH2:24][C:25]2[C:30]([Cl:31])=[CH:29][CH:28]=[CH:27][C:26]=2[Cl:32])[CH:22]=[N:21][CH:20]=1.C(=O)([O-])[O-].[Cs+].[Cs+]>CN(C=O)C.CO>[CH2:14]([N:9]1[C:8]([C:5]2[CH:4]=[CH:3][C:2]([Cl:1])=[CH:7][CH:6]=2)=[N:12][N:11]([CH2:18][C:19]2[N:23]([CH2:24][C:25]3[C:26]([Cl:32])=[CH:27][CH:28]=[CH:29][C:30]=3[Cl:31])[CH:22]=[N:21][CH:20]=2)[C:10]1=[O:13])[CH:15]=[CH2:16] |f:2.3.4|. Reported procedure: 41 mg (0.17 mmol) of the compound from Example 12A were dissolved in 2 ml of DMF, and 48 mg (0.17 mmol) of the compound from Example 40A and 85 mg (0.26 mmol) of cesium carbonate were added. The mixture was stirred at 80° C. for 16 h. After cooling to RT, the reaction mixture was diluted with 1 ml of methanol and directly purified chromatographically [Method 19]. This gave 4 mg (5% of theory) of the target compound. Starting materials: CN(C(C)=O)CC#C (N-methyl-N-propargylacetamide), cuprous chloride, C=O (paraformaldehyde), N1CCCC1 (pyrrolidine). The solvent is O1CCOCC1 (dioxane). Run at time 8 hour. The product is CN(C(C)=O)CC#CCN1CCCC1 (N-methyl-N-(4-pyrrolidino-2-butynyl)acetamide). Reaction SMILES: [CH3:1][N:2]([CH2:6][C:7]#[CH:8])[C:3](=[O:5])[CH3:4].[CH2:9]=O.[NH:11]1[CH2:15][CH2:14][CH2:13][CH2:12]1>O1CCOCC1>[CH3:1][N:2]([CH2:6][C:7]#[C:8][CH2:9][N:11]1[CH2:15][CH2:14][CH2:13][CH2:12]1)[C:3](=[O:5])[CH3:4]. Procedure: Under a nitrogen atmosphere, a solution containing 13.0 g. (0.12 mole) of N-methyl-N-propargylacetamide, 5.8 g. of paraformaldehyde, 10.5 g. (0.15 mole) of pyrrolidine and a trace of cuprous chloride in 80 ml. of dioxane was refluxed for 5 hrs. and allowed to stand overnight. The mixture was filtered remaining oil was distilled and redistilled giving N-methyl-N-(4-pyrrolidino-2-butynyl)acetamide, boiling at 120° C. at 0.03 mm.